This data is from the Open Reaction Database (ORD), a public repository of structured organic reaction records. The task is: describe an organic reaction: reactants, conditions, products, and yield The reactants are C(C1=CC=CC=C1)(=O)NC=1C=2N=CN([C@H]3[C@H](O)[C@H](OC(C)=O)[C@@H](C(F)F)O3)C2N=CN1 (N6 -benzoyl-5'-deoxy-5',5'-difluoro-3'-O-acetyladenosine), N (ammonia). Solvent: C(C)O (ethanol). Reaction conditions: time 8 hour. The product is FC([C@@H]1[C@H]([C@H]([C@@H](O1)N1C=NC=2C(N)=NC=NC12)O)O)F (5'-deoxy-5',5'-difluoroadenosine). RXN SMILES: C([NH:9][C:10]1[C:11]2[N:12]=[CH:13][N:14]([C:28]=2[N:29]=[CH:30][N:31]=1)[C@@H:15]1[O:27][C@H:23]([CH:24]([F:26])[F:25])[C@@H:18]([O:19]C(=O)C)[C@H:16]1[OH:17])(=O)C1C=CC=CC=1.N>C(O)C>[F:26][CH:24]([F:25])[C@H:23]1[O:27][C@@H:15]([N:14]2[C:28]3[N:29]=[CH:30][N:31]=[C:10]([NH2:9])[C:11]=3[N:12]=[CH:13]2)[C@H:16]([OH:17])[C@@H:18]1[OH:19]. Procedure: To 700 mg (1.5 mmol) of N6 -benzoyl-5'-deoxy-5',5'-difluoro-3'-O-acetyladenosine in 20 ml of ethanol in a Carius tube add gaseous ammonia while cooling in ice. Seal the tube and allow it to stand overnight. Open the tube and evaporate the solvent. Chromatograph the product on flash silica gel, (ethyl acetate/methanol) to give the title compound. Reactants: N(=[N+]=[N-])C[C@@H]1CN(CC[C@H]1N(C)CC1=CC=CC=C1)CCC1=CC=C(C=C1)F (trans-{3-azidomethyl-1-[2-(4-fluoro-phenyl)-ethyl]-piperidin-4-yl}-benzyl-methylamine). Reagents/catalysts: [Pd] (palladium on charcoal). Run in C(C)O (ethanol). Run at time 1.75 hour. Product: NC[C@@H]1CN(CC[C@H]1N(C)CC1=CC=CC=C1)CCC1=CC=C(C=C1)F (trans-{3-aminomethyl-1-[2-(4-fluoro-phenyl)-ethyl]-piperidin-4-yl}-benzyl-methylamine). Reaction SMILES: [N:1]([CH2:4][C@H:5]1[C@H:10]([N:11]([CH2:13][C:14]2[CH:19]=[CH:18][CH:17]=[CH:16][CH:15]=2)[CH3:12])[CH2:9][CH2:8][N:7]([CH2:20][CH2:21][C:22]2[CH:27]=[CH:26][C:25]([F:28])=[CH:24][CH:23]=2)[CH2:6]1)=[N+]=[N-]>[Pd].C(O)C>[NH2:1][CH2:4][C@H:5]1[C@H:10]([N:11]([CH2:13][C:14]2[CH:19]=[CH:18][CH:17]=[CH:16][CH:15]=2)[CH3:12])[CH2:9][CH2:8][N:7]([CH2:20][CH2:21][C:22]2[CH:23]=[CH:24][C:25]([F:28])=[CH:26][CH:27]=2)[CH2:6]1. Procedure: A mixture of crude trans-{3-azidomethyl-1-[2-(4-fluoro-phenyl)-ethyl]-piperidin-4-yl}-benzyl-methylamine (106 mg, 278 μmol) and 10% palladium on charcoal (20 mg) in ethanol (5 mL) was stirred at room temperature under a hydrogen atmosphere. After 1.75 hours, the mixture was filtered through Celite and the solids were rinsed with ethanol. The filtrate was concentrated to provide a gum (98 mg, quantitative). 1H NMR (300 MHz, CDCl3) δ7.33 (m, 5H), 7.15 (m, 2H), 6.98 (t, J=9 Hz, 2H), 3.72 (d, J=13 H...